Dataset: the Open Reaction Database (ORD), a public repository of structured organic reaction records. Task: describe an organic reaction: reactants, conditions, products, and yield The reactants are [Al+3], [H-], [H-], [H-], [H-], [Li+], C1CCOC1, O, CCOC(=O)c1cnn(C(C)(C)C)c1-n1cccc1. Yields the product CC(C)(C)n1ncc(CO)c1-n1cccc1. RXN SMILES: [Al+3:2].[H-:1].[H-:4].[H-:5].[H-:6].[Li+:3].[O:27]1[CH2:28][CH2:29][CH2:30][CH2:31]1.[OH2:26].[n:7]1(-[c:12]2[c:13]([C:21](=[O:22])[O:23][CH2:24][CH3:25])[cH:14][n:15][n:16]2[C:17]([CH3:18])([CH3:19])[CH3:20])[cH:8][cH:9][cH:10][cH:11]1>>[n:7]1(-[c:12]2[c:13]([CH2:21][OH:22])[cH:14][n:15][n:16]2[C:17]([CH3:18])([CH3:19])[CH3:20])[cH:8][cH:9][cH:10][cH:11]1. The reactants are Cl (HCl), S([O-])(O)=O.[Na+] (sodium bisulfite), Cl[O-] (hypochlorite), ( 19 ), C(C)(=O)C=1C=CC=2N(C3=CC=C(C=C3C2C1)C(C)=O)CC (3,6-diacetyl-N-ethylcarbazole), starch iodine, Cl[O-].[Na+] (sodium hypochlorite), [OH-].[Na+] (sodium hydroxide). Solvent: N1=CC=CC=C1 (pyridine). Conditions: time 3.5 hour. Product: C(C)N1C2=CC=C(C=C2C=2C=C(C=CC12)C(=O)O)C(=O)O (N-ethylcarbazole-3,6-dicarboxylic acid). Reaction SMILES: [C:1]([C:4]1[CH:5]=[CH:6][C:7]2[N:8]([CH2:20][CH3:21])[C:9]3[C:14]([C:15]=2[CH:16]=1)=[CH:13][C:12]([C:17](=[O:19])C)=[CH:11][CH:10]=3)(=[O:3])C.[OH-:22].[Na+].Cl[O-:25].[Na+].S(=O)(O)[O-].[Na+].Cl[O-].Cl>N1C=CC=CC=1>[CH2:20]([N:8]1[C:9]2[CH:10]=[CH:11][C:12]([C:17]([OH:22])=[O:19])=[CH:13][C:14]=2[C:15]2[C:7]1=[CH:6][CH:5]=[C:4]([C:1]([OH:25])=[O:3])[CH:16]=2)[CH3:21] |f:1.2,3.4,5.6|. Procedure details: Nineteen (19) grams of the 3,6-diacetyl-N-ethylcarbazole from Example 1 was dissolved in 800 ml pyridine and added to 400 ml of 5% aqueous sodium hydroxide in a 6-liter Erlenmeyer flask. While cooling the mixture in ice, 1429 ml of 5% sodium hypochlorite (bleach) was added. The reaction was allowed to stir 3.5 hours at room temperature. A concentrated solution of sodium bisulfite was added until no hypochlorite remained (starch-iodine test). The basic solution was neutralized with concentrated H... The reactants are ClCC(=O)NC1=C(C=CC=C1Cl)Cl (2-chloro-N-(2,6-dichlorophenyl)acetamide), COC=1C=C(C=CC1OC)CN (3,4-dimethoxybenzenemethanamine). Yields the product ClC1=C(C(=CC=C1)Cl)NC(CNCC1=CC(=C(C=C1)OC)OC)=O (N-(2,6-Dichlorophenyl)-2-[[(3,4-dimethoxyphenyl)methyl]amino]acetamide). RXN SMILES: Cl[CH2:2][C:3]([NH:5][C:6]1[C:11]([Cl:12])=[CH:10][CH:9]=[CH:8][C:7]=1[Cl:13])=[O:4].[CH3:14][O:15][C:16]1[CH:17]=[C:18]([CH2:24][NH2:25])[CH:19]=[CH:20][C:21]=1[O:22][CH3:23]>>[Cl:13][C:7]1[CH:8]=[CH:9][CH:10]=[C:11]([Cl:12])[C:6]=1[NH:5][C:3](=[O:4])[CH2:2][NH:25][CH2:24][C:18]1[CH:19]=[CH:20][C:21]([O:22][CH3:23])=[C:16]([O:15][CH3:14])[CH:17]=1. Reported procedure: In a manner similar to Preparation 12, react 2-chloro-N-(2,6-dichlorophenyl)acetamide with 3,4-dimethoxybenzenemethanamine to obtain the title compound. As a reaction SMILES: [C:1]([C:4]1[CH:9]=[CH:8][C:7]([NH:10][C:11]([NH:13][OH:14])=[NH:12])=[CH:6][CH:5]=1)([OH:3])=[O:2].[F:15][C:16]([F:21])([F:20])[C:17](O)=O>O1CCCC1>[C:1]([C:4]1[CH:9]=[CH:8][C:7]([NH:10][C:11]2[N:12]=[C:17]([C:16]([F:21])([F:20])[F:15])[O:14][N:13]=2)=[CH:6][CH:5]=1)([OH:3])=[O:2]. Run at temperature 0 celsius. The solvent is O1CCCC1 (tetrahydrofuran). The product is C(=O)(O)C1=CC=C(C=C1)NC1=NOC(=N1)C(F)(F)F (3-(4-Carboxyphenylamino)-5-trifluoromethyl-1,2,4-oxadiazole). The reactants are C(=O)(O)C1=CC=C(C=C1)NC(=N)NO (N-(4-carboxyphenyl)-N'-hydroxyguanidine), FC(C(=O)O)(F)F (trifluoroacetic acid). Procedure details: In 100 ml of tetrahydrofuran was dissolved 4.0 g of N-(4-carboxyphenyl)-N'-hydroxyguanidine produced in Reference Example 27. To the solution was added, while stirring at 0° C., 6.75 g of anhydrous trifluoroacetic acid. The mixture was stirred for 1.5 hour under the same conditions, followed by concentration under reduced pressure. To the concentrate was added water. The resulting crystalline product was collected by filtration, which was recrystallized from ethyl acetate--hexane to afford 3.5 g... Yield: 62.5%. Reactants: BrCC1=C(N=CN1CCC#N)[N+](=O)[O-] (3-[5-(bromomethyl)-4-nitro-1H-imidazol-1-yl]propanenitrile), S(O)(O)(=O)=O (sulphuric acid). Product: BrCC1=C(N=CN1CCC(=O)N)[N+](=O)[O-] (3-[5-(bromomethyl)-4-nitro-1H-imidazol-1-yl]propanamide). As a reaction SMILES: [Br:1][CH2:2][C:3]1[N:7]([CH2:8][CH2:9][C:10]#[N:11])[CH:6]=[N:5][C:4]=1[N+:12]([O-:14])=[O:13].S(=O)(=O)(O)[OH:16]>>[Br:1][CH2:2][C:3]1[N:7]([CH2:8][CH2:9][C:10]([NH2:11])=[O:16])[CH:6]=[N:5][C:4]=1[N+:12]([O-:14])=[O:13]. Reported procedure: 3-[5-(Bromomethyl)-4-nitro-1H-imidazol-1-yl]propanenitrile (115) (680 mg, 2.62 mmol) was treated with 90% sulphuric acid (5 mL) at 65-70° C. for 1 hour, before being poured onto ice. After a standard ethyl acetate/NaHCO3 workup, the crude product obtained was precipitated from THF by the addition of i-Pr2O to give 3-[5-(bromomethyl)-4-nitro-1H-imidazol-1-yl]propanamide (116) (420 mg, 58%) as an off-white solid, m.p. 139-141° C. 1H NMR (d6-DMSO) δ 7.90 (s, 1H), 7.44 (br, 1H), 7.00 (br, 1H), 5.06 ... The reactants are FC(C(C=C(C)C)=O)(F)F (1,1,1-trifluoro-4-methylpent-3-en-2-one), CC1=C(C=C(C=C1)F)[Mg]Br (2-methyl-5-fluorophenyl magnesium bromide). Reagents/catalysts: [Cu]I (copper (I) iodide). Run in C(C)OCC (diethyl ether). Conditions: time 18 hour. Product: FC(C(CC(C)(C)C1=C(C=CC(=C1)F)C)=O)(F)F (1,1,1-trifluoro-4-(5-fluoro-2-methylphenyl)-4-methylpentan-2-one). Isolated yield 79.9%. As a reaction SMILES: [F:1][C:2]([F:10])([F:9])[C:3](=[O:8])[CH:4]=[C:5]([CH3:7])[CH3:6].[CH3:11][C:12]1[CH:17]=[CH:16][C:15]([F:18])=[CH:14][C:13]=1[Mg]Br>C(OCC)C.[Cu]I>[F:1][C:2]([F:10])([F:9])[C:3](=[O:8])[CH2:4][C:5]([C:17]1[CH:16]=[C:15]([F:18])[CH:14]=[CH:13][C:12]=1[CH3:11])([CH3:7])[CH3:6]. Procedure details: To a slurry of 1,1,1-trifluoro-4-methylpent-3-en-2-one (49.5 g, 0.325 mol) and copper (I) iodide (61.9 g, 0.325 mol) in 700 mL of anhydrous diethyl ether at 0° C. was added a solution of 2-methyl-5-fluorophenyl magnesium bromide (0.5 M in THF, 706 mL, 0.353 mol) dropwise over 1.5 hours. The mixture was warmed to room temperature and stirred for a total of 18 hours. The reaction was quenched by addition of 500 mL of cold saturated ammonium chloride (NH4Cl) solution and the layers were separated. ...